Dataset: the Open Reaction Database (ORD), a public repository of structured organic reaction records. Task: describe an organic reaction: reactants, conditions, products, and yield The reactants are O=C(O)C(c1ccccc1)c1ccccc1, CCNC(C)C. The reagents and catalysts are C1CCC(CC1)N=C=NC2CCCCC2 (DCC), CN1CCOCC1 (NMM), Oc1cc(Cl)c(Cl)cc1Cl (2,4,5-Trichlorophenol). Run in CN(C)C=O (DMF), CN(C)C=O (DMF), CN(C)C=O (DMF), CN(C)C=O (DMF), CN(C)C=O (DMF), CN(C)C=O (DMF). Run at temperature 25 celsius, time 2 hour. The product is CCN(C(=O)C(c1ccccc1)c1ccccc1)C(C)C. The yield is 2.1%. Reaction SMILES: CCNC(C)C.O=C(O)C(c1ccccc1)c1ccccc1.C1CCC(CC1)N=C=NC2CCCCC2.C1=C(C(=CC(=C1Cl)Cl)Cl)[O-].[Na+].CN1CCOCC1.CN(C)C=O>>CCN(C(=O)C(c1ccccc1)c1ccccc1)C(C)C. The reactants are O=C([O-])[O-], COCCOc1ccccc1O, CC(C)=O, CC1CCCC(C)N1CC(O)CCl, [K+], [K+]. Product: COCCOc1ccccc1OCC(O)CN1C(C)CCCC1C. Reaction SMILES: [C:26](=[O:27])([O-:28])[O-:29].[CH3:14][O:15][CH2:16][CH2:17][O:18][c:19]1[c:20]([OH:25])[cH:21][cH:22][cH:23][cH:24]1.[CH3:32][C:33](=[O:34])[CH3:35].[Cl:1][CH2:2][CH:3]([CH2:4][N:5]1[CH:6]([CH3:12])[CH2:7][CH2:8][CH2:9][CH:10]1[CH3:11])[OH:13].[K+:30].[K+:31]>>[CH2:2]([CH:3]([CH2:4][N:5]1[CH:6]([CH3:12])[CH2:7][CH2:8][CH2:9][CH:10]1[CH3:11])[OH:13])[O:25][c:20]1[c:19]([O:18][CH2:17][CH2:16][O:15][CH3:14])[cH:24][cH:23][cH:22][cH:21]1. Starting materials: N[C@H](CO)C1=CC=CC=C1 ((S)-2-amino-2-phenylethanol), C1(OC(C2=CC=CC=C12)=O)=O (isobenzofuran-1,3-dione). Run in C(Cl)Cl (DCM). Run at temperature 150 celsius. Yields the product OC[C@H](C1=CC=CC=C1)N1C(C2=CC=CC=C2C1=O)=O ((S)-2-(2-hydroxy-1-phenylethyl)isoindoline-1,3-dione). Reaction SMILES: [NH2:1][C@@H:2]([C:5]1[CH:10]=[CH:9][CH:8]=[CH:7][CH:6]=1)[CH2:3][OH:4].[C:11]1(=O)[C:19]2[C:14](=[CH:15][CH:16]=[CH:17][CH:18]=2)[C:13](=[O:20])[O:12]1>C(Cl)Cl>[OH:4][CH2:3][C@@H:2]([N:1]1[C:11](=[O:12])[C:19]2[C:14](=[CH:15][CH:16]=[CH:17][CH:18]=2)[C:13]1=[O:20])[C:5]1[CH:10]=[CH:9][CH:8]=[CH:7][CH:6]=1. Procedure details: (S)-2-amino-2-phenylethanol (2 g, 14.58 mmol) and isobenzofuran-1,3-dione (2.267 g, 15.31 mmol) were combined in a 20 mL microwave tube, sealed and heated to 150° C. for 6 hrs. The tube was cooled to ambient temperature, dilluted with DCM, loaded directly onto a 50 g SNAP column and purified 10-60% hexane/EtOAc to provide (S)-2-(2-hydroxy-1-phenylethyl)isoindoline-1,3-dione. MS: [M+H]+ m/z 268. Starting materials: 65B, C=CC1=CC=CC=C1 (styrene), S(O)(O)(=O)=O (sulfuric acid). The solvent is C1=CC=CC=C1 (benzene). Product: C1(=CC=CC=C1)C(C)C1=CC=CC=C1 (1,1-diphenylethane). The yield is 25.0%. As a reaction SMILES: [CH2:1]=[CH:2][C:3]1[CH:8]=[CH:7][CH:6]=[CH:5][CH:4]=1.S(=O)(=O)(O)O>C1C=CC=CC=1>[C:3]1([CH:2]([C:3]2[CH:8]=[CH:7][CH:6]=[CH:5][CH:4]=2)[CH3:1])[CH:8]=[CH:7][CH:6]=[CH:5][CH:4]=1. Procedure details: 1,1-Diphenylethane (DPE) is a valuable hydrocarbon for conversion to benzophenone, which, in turn, can be converted to the corresponding nitro and amine derivatives. Unfortunately, there are no simple methods known for its preparation in high yield. Thus, Baeyer, Ber., VI, 223 (1873) attempted to prepare 1,1-diphenylethane by reacting paraldehyde with benzene in the presence of sulfuric acid, but obtained only a resinous material. Later, in Ber. VII, 1190 (1874), he isolated some 1,1-diphenyleth...